The task is: describe an organic reaction: reactants, conditions, products, and yield. This data is from the Open Reaction Database (ORD), a public repository of structured organic reaction records. Reactants: C(C1=CC=CC=C1)C1=NC(=C(C2=C1COC2)O)C (4-benzyl-6-methyl-1,3-dihydro-furo[3,4-c]pyridin-7-ol), [H][H] (hydrogen), CN(CCCl)C (β-dimethylaminoethyl chloride), [Na] (sodium), [H-].[Na+] (sodium hydride). Run in CS(=O)C (dimethylsulfoxide). Reaction conditions: time 15 hour. The product is Cl.Cl.CN(CCOC=1C2=C(C(=NC1C)CC1=CC=CC=C1)COC2)C (4-benzyl-6-methyl-1,3-dihydro-furo[3,4-c]pyridin-7-yl β-dimethylaminoethyl ether bis-hydrochloride). RXN SMILES: [CH2:1]([C:8]1[C:13]2[CH2:14][O:15][CH2:16][C:12]=2[C:11]([OH:17])=[C:10]([CH3:18])[N:9]=1)[C:2]1[CH:7]=[CH:6][CH:5]=[CH:4][CH:3]=1.[Na].[H-].[Na+].[H][H].[CH3:24][N:25]([CH3:29])[CH2:26][CH2:27][Cl:28]>CS(C)=O>[ClH:28].[ClH:28].[CH3:24][N:25]([CH3:29])[CH2:26][CH2:27][O:17][C:11]1[C:12]2[CH2:16][O:15][CH2:14][C:13]=2[C:8]([CH2:1][C:2]2[CH:3]=[CH:4][CH:5]=[CH:6][CH:7]=2)=[N:9][C:10]=1[CH3:18] |f:2.3,7.8.9,^1:18|. Procedure details: 12.1 g (50 mmoles) of 4-benzyl-6-methyl-1,3-dihydro-furo[3,4-c]pyridin-7-ol (compare Example 8, stage 1) are suspended in 40 ml of dry dimethylsulfoxide and converted to the sodium salt by adding 1.75 g (60 mmoles) of sodium hydride (85% strength in oil) at 20° C. When the evolution of hydrogen has ceased, 8.1 g (75 mmoles) of freshly distilled β-dimethylaminoethyl chloride are added dropwise, and the mixture is left to stand for 15 hours at 10° C. The dimethylsulfoxide is then distilled off und...